Dataset: the Open Reaction Database (ORD), a public repository of structured organic reaction records. Task: describe an organic reaction: reactants, conditions, products, and yield The reactants are C(C)(C)N (isopropylamine), C(=O)C1=CC=C(OCCC2=CC=C(C(=O)O)C=C2)C=C1 (4-[2-(4-Formylphenoxy)ethyl]benzoic acid), CN(C)C(=[N+](C)C)ON1C2=C(C=CC=C2)N=N1.[B-](F)(F)(F)F (TBTU), O (water). Reagents/catalysts: CN(C)C=1C=CN=CC1 (DMAP). Solvent: COCCOC (DME), CN(C)C=O (DMF). Product: C(=O)C1=CC=C(OCCC2=CC=C(C(=O)NC(C)C)C=C2)C=C1 (4-[2-(4-formylphenoxy)ethyl]-N-isopropylbenzamide). Yield: 85.6%. Reaction SMILES: [CH:1]([C:3]1[CH:20]=[CH:19][C:6]([O:7][CH2:8][CH2:9][C:10]2[CH:18]=[CH:17][C:13]([C:14]([OH:16])=O)=[CH:12][CH:11]=2)=[CH:5][CH:4]=1)=[O:2].CN(C(O[N:29]1N=N[C:31]2C=CC=[CH:35][C:30]1=2)=[N+](C)C)C.[B-](F)(F)(F)F.C(N)(C)C.O>CN(C1C=CN=CC=1)C.CN(C=O)C.COCCOC>[CH:1]([C:3]1[CH:4]=[CH:5][C:6]([O:7][CH2:8][CH2:9][C:10]2[CH:11]=[CH:12][C:13]([C:14]([NH:29][CH:30]([CH3:35])[CH3:31])=[O:16])=[CH:17][CH:18]=2)=[CH:19][CH:20]=1)=[O:2] |f:1.2|. Procedure: 4-[2-(4-Formylphenoxy)ethyl]benzoic acid (8.11 g; 30 mmole), TBTU (10.6 g; 33 mmole) and DMAP (8.1 g; 66 mmole) were dissolved in DMF (85 ml). The reaction mixture was cooled on an ice bath and isopropylamine (12 g; 200 mmole) dissolved in DME (100 ml) was added. The reaction mixture was stirred at room temperature over night. A large amount of water was added and the mixture was extracted with ethyl acetate. The organic phase was washed with potassium hydogen sulfate (0.3 M), water and brine an... The reactants are CCOP(=O)(CC#N)OCC, Cn1nc(-c2cc(CBr)c(Cl)cc2F)c(Cl)c1OC(F)F, [H-], [Na+], C1CCOC1. Yields the product CCOP(=O)(OCC)C(C#N)Cc1cc(-c2nn(C)c(OC(F)F)c2Cl)c(F)cc1Cl. As a reaction SMILES: [C:1](#[N:2])[CH2:3][P:4]([O:5][CH2:6][CH3:7])(=[O:8])[O:9][CH2:10][CH3:11].[Cl:14][c:15]1[c:16]([CH2:17][Br:18])[cH:19][c:20](-[c:24]2[n:25][n:26]([CH3:34])[c:27]([O:30][CH:31]([F:32])[F:33])[c:28]2[Cl:29])[c:21]([F:23])[cH:22]1.[H-:12].[Na+:13].[O:35]1[CH2:36][CH2:37][CH2:38][CH2:39]1>>[C:1](#[N:2])[CH:3]([P:4]([O:5][CH2:6][CH3:7])(=[O:8])[O:9][CH2:10][CH3:11])[CH2:17][c:16]1[c:15]([Cl:14])[cH:22][c:21]([F:23])[c:20](-[c:24]2[n:25][n:26]([CH3:34])[c:27]([O:30][CH:31]([F:32])[F:33])[c:28]2[Cl:29])[cH:19]1. Reactants: COC(CCC1=CC(=CC=C1)CNCC1=CC=C(C=C1)C=1C=NC=CC1)=O (3-{3-[(4-pyridin-3-yl-benzylamino)-methyl]-phenyl}-propionic acid methyl ester), C1(=CC=CC=C1)S(=O)(=O)Cl (benzenesulfonyl chloride). Run in C(C)N(CC)CC (triethylamine). The product is COC(CCC1=CC(=CC=C1)CN(CC1=CC=C(C=C1)C=1C=NC=CC1)S(=O)(=O)C1=CC=CC=C1)=O (3-(3-{[Benzenesulfonyl-(4-pyridin-3-yl-benzyl)-amino]-methyl}-phenyl)-propionic acid methyl ester). Reaction SMILES: [CH3:1][O:2][C:3](=[O:27])[CH2:4][CH2:5][C:6]1[CH:11]=[CH:10][CH:9]=[C:8]([CH2:12][NH:13][CH2:14][C:15]2[CH:20]=[CH:19][C:18]([C:21]3[CH:22]=[N:23][CH:24]=[CH:25][CH:26]=3)=[CH:17][CH:16]=2)[CH:7]=1.[C:28]1([S:34](Cl)(=[O:36])=[O:35])[CH:33]=[CH:32][CH:31]=[CH:30][CH:29]=1>C(N(CC)CC)C>[CH3:1][O:2][C:3](=[O:27])[CH2:4][CH2:5][C:6]1[CH:11]=[CH:10][CH:9]=[C:8]([CH2:12][N:13]([S:34]([C:28]2[CH:33]=[CH:32][CH:31]=[CH:30][CH:29]=2)(=[O:36])=[O:35])[CH2:14][C:15]2[CH:20]=[CH:19][C:18]([C:21]3[CH:22]=[N:23][CH:24]=[CH:25][CH:26]=3)=[CH:17][CH:16]=2)[CH:7]=1. Reported procedure: The title compound of Step B was prepared from 3-{3-[(4-pyridin-3-yl-benzylamino)-methyl]-phenyl}-propionic acid methyl ester, of Step A, and benzenesulfonyl chloride following the method described in Example 1, Step B using triethylamine in place of N,N-diisopropylethylamine. 1H NMR (400 MHz, CDCl3) δ8.79 (s, 1H), 8.58 (d, 1H), 7.87 (m, 3H), 7.61 (m, 1H), 7.54 (m, 2H), 7.40 (m, 3H), 7.18 (m, 3H), 7.03 (d, 1H), 6.88 (d, 1H), 6.79 (s, 1H), 4.36 (s, 2H), 4.33 (s, 2H), 3.65 (s, 3H), 2.79 (t, 2H), 2... Procedure: To 60 ml of anhydrous N, N-dimethylformamide were added 7.50 g of the 1-(3-dimethylaminobutyl)-3-aminoindazole, 8.98 g of 3-bromopropyldiethylamine hydrobromide and 7.89 g of anhydrous potassium carbonate, and the mixture was stirred for 12 hours at 80° C. After cooling, the mixture was added with 80 ml of water and extracted with diethyl ether. The diethyl ether layer was extracted three times with 2N hydrochloric acid, and the hydrochloric acid layer was washed with diethyl ether. The pH of th... Conditions: temperature 80 celsius, time 12 hour. The yield is 55.4%. Product: CN(C(CCN1N=C(C2=CC=CC=C12)NCCCN(CC)CC)C)C (1-(3-dimethylaminobutyl)-3-(3-diethylaminopropylamino)indazole). Reaction SMILES: CN(C)C=O.[CH3:6][N:7]([CH3:22])[CH:8]([CH3:21])[CH2:9][CH2:10][N:11]1[C:19]2[C:14](=[CH:15][CH:16]=[CH:17][CH:18]=2)[C:13]([NH2:20])=[N:12]1.Br.Br[CH2:25][CH2:26][CH2:27][N:28]([CH2:31][CH3:32])[CH2:29][CH3:30].C(=O)([O-])[O-].[K+].[K+]>C(Cl)(Cl)Cl.O>[CH3:22][N:7]([CH3:6])[CH:8]([CH3:21])[CH2:9][CH2:10][N:11]1[C:19]2[C:14](=[CH:15][CH:16]=[CH:17][CH:18]=2)[C:13]([NH:20][CH2:25][CH2:26][CH2:27][N:28]([CH2:31][CH3:32])[CH2:29][CH3:30])=[N:12]1 |f:2.3,4.5.6|. The reactants are CN(C=O)C (N, N-dimethylformamide), CN(C(CCN1N=C(C2=CC=CC=C12)N)C)C (1-(3-dimethylaminobutyl)-3-aminoindazole), Br.BrCCCN(CC)CC (3-bromopropyldiethylamine hydrobromide), C([O-])([O-])=O.[K+].[K+] (potassium carbonate). Run in C(Cl)(Cl)Cl (chloroform), O (water). Starting materials: O=C1CCCO1, NCCO, O. Yields the product O=C1CCCN1CCO. Reaction SMILES: [C:1]1(=[O:6])[CH2:2][CH2:3][CH2:4][O:5]1.[NH2:7][CH2:8][CH2:9][OH:10].[OH2:11]>>[CH2:1]1[CH2:2][CH2:3][C:4](=[O:5])[N:7]1[CH2:8][CH2:9][OH:10]. Reactants: Cc1cc(Oc2ccc(Br)cc2)c(C)cc1N, O=C([O-])[O-], CCCCO, COc1ccc(B(O)O)cc1, [Cs+], [Cs+], O, c1ccc(P(c2ccccc2)(c2ccccc2)[Pd](P(c2ccccc2)(c2ccccc2)c2ccccc2)(P(c2ccccc2)(c2ccccc2)c2ccccc2)P(c2ccccc2)(c2ccccc2)c2ccccc2)cc1. The product is COc1ccc(-c2ccc(Oc3cc(C)c(N)cc3C)cc2)cc1. RXN SMILES: [Br:1][c:2]1[cH:3][cH:4][c:5]([O:6][c:7]2[cH:8][c:9]([CH3:15])[c:10]([NH2:11])[cH:12][c:13]2[CH3:14])[cH:16][cH:17]1.[C:29](=[O:30])([O-:31])[O-:32].[CH2:36]([OH:37])[CH2:38][CH2:39][CH3:40].[CH3:18][O:19][c:20]1[cH:21][cH:22][c:23]([B:26]([OH:27])[OH:28])[cH:24][cH:25]1.[Cs+:33].[Cs+:34].[OH2:35].[cH:41]1[cH:42][cH:43][c:44]([P:45]([Pd:46]([P:47]([c:48]2[cH:49][cH:50][cH:51][cH:52][cH:53]2)([c:54]2[cH:55][cH:56][cH:57][cH:58][cH:59]2)[c:60]2[cH:61][cH:62][cH:63][cH:64][cH:65]2)([P:66]([c:67]2[cH:68][cH:69][cH:70][cH:71][cH:72]2)([c:73]2[cH:74][cH:75][cH:76][cH:77][cH:78]2)[c:79]2[cH:80][cH:81][cH:82][cH:83][cH:84]2)[P:85]([c:86]2[cH:87][cH:88][cH:89][cH:90][cH:91]2)([c:92]2[cH:93][cH:94][cH:95][cH:96][cH:97]2)[c:98]2[cH:99][cH:100][cH:101][cH:102][cH:103]2)([c:104]2[cH:105][cH:106][cH:107][cH:108][cH:109]2)[c:110]2[cH:111][cH:112][cH:113][cH:114][cH:115]2)[cH:116][cH:117]1>>[c:2]1(-[c:23]2[cH:22][cH:21][c:20]([O:19][CH3:18])[cH:25][cH:24]2)[cH:3][cH:4][c:5]([O:6][c:7]2[cH:8][c:9]([CH3:15])[c:10]([NH2:11])[cH:12][c:13]2[CH3:14])[cH:16][cH:17]1. The reactants are C(\C=C\C(=O)O)(=O)O.C(C)OC=1C=C(C=NC1)N1CCNCC1 (1-(5-Ethoxy-3-Pyridyl)Piperazine Fumaric Acid Salt), ClC=1C=NC=C(C1)OCC (3-chloro-5-ethoxypyridine), N1CCNCC1 (piperazine), CC(C)([O-])C.[K+] (potassium tert-butoxide), [OH-].[Na+] (sodium hydroxide). Solvent: COCCOC (1,2-dimethoxyethane). Yields the product N (ammonia), C(\C=C\C(=O)O)(=O)O.CN1CCN(CC1)C=1C=NC=CC1 (4-Methyl-1-(3-Pyridyl)-Piperazine Fumaric Acid Salt). As a reaction SMILES: [C:1]([OH:8])(=[O:7])/[CH:2]=[CH:3]/[C:4]([OH:6])=[O:5].C(OC1C=[C:14]([N:18]2[CH2:23][CH2:22][NH:21][CH2:20][CH2:19]2)C=[N:16]C=1)C.Cl[C:25]1[CH:26]=[N:27][CH:28]=[C:29](OCC)[CH:30]=1.N1CCNCC1.CC(C)([O-])C.[K+].[OH-].[Na+]>COCCOC>[NH3:16].[C:1]([OH:8])(=[O:7])/[CH:2]=[CH:3]/[C:4]([OH:6])=[O:5].[CH3:14][N:18]1[CH2:23][CH2:22][N:21]([C:29]2[CH:28]=[N:27][CH:26]=[CH:25][CH:30]=2)[CH2:20][CH2:19]1 |f:0.1,4.5,6.7,10.11|. Reported procedure: A solution of 1-(3-pyridyl)-piperazine (0.35 g, 2.1 mmol), formic acid (1.0 g, 21.7 mmol), formaldehyde (0.64 g, 37%) and water (2 ml) was stirred at reflux for 15 hours. The mixture was evaporated and sodium hydroxide (30 ml, 1 M) was added and the product was extracted three times with ethyl acetate (15 ml). The corresponding salt was obtained by addition of a diethyl ether and methanol mixture (9:1) saturated with fumaric acid. Yield 0.21 g, 34% Mp. 144.5–145.9° C. 1-[5-(trans-Hex-2-en-1-yl-o... Starting materials: FC=1C=CC2=C(C(N(CC=3N2C=NC3I)C)=O)C1 (8-fluoro-4,5-dihydro-3-iodo-5-methyl-6H-imidazo[1,5-a][1,4]benzodiazepin-6-one), ClC1=CC=C(C=C1)C#C (p-chlorophenylacetylene). Reagents/catalysts: Cl[Pd]([P](C1=CC=CC=C1)(C2=CC=CC=C2)C3=CC=CC=C3)([P](C4=CC=CC=C4)(C5=CC=CC=C5)C6=CC=CC=C6)Cl (bis-(triphenylphosphine)-palladium(II) dichloride), [Cu]I (copper(I) iodide). The solvent is C(Cl)Cl (methylene chloride), C(C)NCC (diethylamine). Product: ClC1=CC=C(C=C1)C#CC=1N=CN2C1CN(C(C1=C2C=CC(=C1)F)=O)C (3-[(p-chlorophenyl)ethynyl]-8-fluoro-4,5-dihydro-5-methyl-6H-imidazo[1,5-a][1,4]benzodiazepin-6-one). As a reaction SMILES: [F:1][C:2]1[CH:3]=[CH:4][C:5]2[N:11]3[CH:12]=[N:13][C:14](I)=[C:10]3[CH2:9][N:8]([CH3:16])[C:7](=[O:17])[C:6]=2[CH:18]=1.[Cl:19][C:20]1[CH:25]=[CH:24][C:23]([C:26]#[CH:27])=[CH:22][CH:21]=1>C(NCC)C.C(Cl)Cl.Cl[Pd](Cl)([P](C1C=CC=CC=1)(C1C=CC=CC=1)C1C=CC=CC=1)[P](C1C=CC=CC=1)(C1C=CC=CC=1)C1C=CC=CC=1.[Cu]I>[Cl:19][C:20]1[CH:25]=[CH:24][C:23]([C:26]#[C:27][C:14]2[N:13]=[CH:12][N:11]3[C:5]4[CH:4]=[CH:3][C:2]([F:1])=[CH:18][C:6]=4[C:7](=[O:17])[N:8]([CH3:16])[CH2:9][C:10]=23)=[CH:22][CH:21]=1 |^1:38,57|. Procedure: 3.6 g (10 mmol) of 8-fluoro-4,5-dihydro-3-iodo-5-methyl-6H-imidazo[1,5-a][1,4]benzodiazepin-6-one was stirred at room temperature for 16 hours with 1.5 g (11 mmol) of p-chlorophenylacetylene, 70 mg of bis-(triphenylphosphine)-palladium(II) dichloride and 15 mg of copper(I) iodide in 35 ml of diethylamine. The reaction mixture was diluted with 175 ml of methylene chloride and washed three times with water. The organic phase was dried over magnesium sulphate and evaporated. By chromatography of th... Reactants: BrC1=CC=C2C3=CC=C4C5=C(C=CC(C=6C=CC=C1C26)=C53)C(=O)N(C4=O)C4=C(C=CC=C4C(C)C)C(C)C (9-bromo—N-(2,6-diisopropylphenyl)perylene-3,4-dicarboximide), C(C)(=O)OCCCCC#C (6-acetoxy-1-hexyne), Cl (hydrochloric acid). The reagents and catalysts are [Cu]I (CuI), C=1C=CC(=CC1)[P](C=2C=CC=CC2)(C=3C=CC=CC3)[Pd]([P](C=4C=CC=CC4)(C=5C=CC=CC5)C=6C=CC=CC6)([P](C=7C=CC=CC7)(C=8C=CC=CC8)C=9C=CC=CC9)[P](C=1C=CC=CC1)(C=1C=CC=CC1)C=1C=CC=CC1 (Pd(PPh3)4). The solvent is mixture, O1CCCC1 (tetrahydrofuran), N1CCCCC1 (piperidine). Run at temperature 70 celsius, time 1 hour. Product: C(C)(C)C1=C(C(=CC=C1)C(C)C)N1C(=O)C=2C=CC=3C=4C=CC=C5C(=CC=C(C6=CC=C(C2C63)C1=O)C54)C#CCCCCOC(C)=O (N-(2,6-diisopropylphenyl)-9-(6-acetoxy-1-hexynyl)perylene-3,4-dicarboximide). The yield is 89.7%. As a reaction SMILES: Br[C:2]1[C:19]2[C:20]3[C:5]([C:6]4[C:21]5[C:10]6=[C:11]([C:22]([N:24]([C:27]7[C:32]([CH:33]([CH3:35])[CH3:34])=[CH:31][CH:30]=[CH:29][C:28]=7[CH:36]([CH3:38])[CH3:37])[C:25](=[O:26])[C:9]6=[CH:8][CH:7]=4)=[O:23])[CH:12]=[CH:13][C:14]=5[C:15]=3[CH:16]=[CH:17][CH:18]=2)=[CH:4][CH:3]=1.[C:39]([O:42][CH2:43][CH2:44][CH2:45][CH2:46][C:47]#[CH:48])(=[O:41])[CH3:40].Cl>O1CCCC1.N1CCCCC1.C1C=CC([P]([Pd]([P](C2C=CC=CC=2)(C2C=CC=CC=2)C2C=CC=CC=2)([P](C2C=CC=CC=2)(C2C=CC=CC=2)C2C=CC=CC=2)[P](C2C=CC=CC=2)(C2C=CC=CC=2)C2C=CC=CC=2)(C2C=CC=CC=2)C2C=CC=CC=2)=CC=1.[Cu]I>[CH:36]([C:28]1[CH:29]=[CH:30][CH:31]=[C:32]([CH:33]([CH3:35])[CH3:34])[C:27]=1[N:24]1[C:25](=[O:26])[C:9]2[C:10]3[C:21]4[C:6](=[CH:7][CH:8]=2)[C:5]2[C:20]5[C:19]([C:2]([C:48]#[C:47][CH2:46][CH2:45][CH2:44][CH2:43][O:42][C:39](=[O:41])[CH3:40])=[CH:3][CH:4]=2)=[CH:18][CH:17]=[CH:16][C:15]=5[C:14]=4[CH:13]=[CH:12][C:11]=3[C:22]1=[O:23])([CH3:38])[CH3:37] |^1:64,66,85,104|. Reported procedure: 2.0 g (3.56 mmol) of 9-bromo—N-(2,6-diisopropylphenyl)perylene-3,4-dicarboximide (prepared in analogy to Example 6a of WO 96/22 332 using N-(2,6-diisopropylphenyl)perylene-3,4-dicarboximide from Example 28 of WO 97/22 607 as starting material) was dissolved in 500 ml of a mixture of one part by volume of absolute tetrahydrofuran (THF) and one part by volume of dry piperidine under inert gas, admixed in succession with 4 mol % of Pd(PPh3)4 (164 mg, 0.14 mmol), 5 mol % of CuI (32 mg, 0.18 mmol) an... The reactants are Cc1cc(COc2ccc(C=NO)cc2)c2ccccc2n1, C=CC(C)(C)CC(=O)OC. Yields the product COC(=O)CC(C)(C)C1CC(c2ccc(OCc3cc(C)nc4ccccc34)cc2)=NO1. RXN SMILES: [CH3:11][c:12]1[n:13][c:14]2[cH:15][cH:16][cH:17][cH:18][c:19]2[c:20]([CH2:22][O:23][c:24]2[cH:25][cH:26][c:27]([CH:28]=[N:29][OH:30])[cH:31][cH:32]2)[cH:21]1.[CH3:1][O:2][C:3]([CH2:4][C:5]([CH:6]=[CH2:7])([CH3:8])[CH3:9])=[O:10]>>[CH3:1][O:2][C:3]([CH2:4][C:5]([CH:6]1[CH2:7][C:28]([c:27]2[cH:26][cH:25][c:24]([O:23][CH2:22][c:20]3[c:19]4[c:14]([n:13][c:12]([CH3:11])[cH:21]3)[cH:15][cH:16][cH:17][cH:18]4)[cH:32][cH:31]2)=[N:29][O:30]1)([CH3:8])[CH3:9])=[O:10].